This data is from the Open Reaction Database (ORD), a public repository of structured organic reaction records. The task is: describe an organic reaction: reactants, conditions, products, and yield Starting materials: OS(=O)(=O)[O-].[K+] (KHSO4), NCC1CCNCC1 (4-aminomethylpiperidine), C(C1=CC=CC=C1)OC(=O)Cl (benzylchloroformate), C(C1=CC=CC=C1)=O (benzaldehyde). Solvent: C1(=CC=CC=C1)C (toluene). Run at temperature 0 celsius. Product: NCC1CCN(CC1)C(=O)OCC1=CC=CC=C1 (4-Aminomethyl-1-(benzyloxycarbonyl)piperidine). Yield: 91.0%. RXN SMILES: [NH2:1][CH2:2][CH:3]1[CH2:8][CH2:7][NH:6][CH2:5][CH2:4]1.C(=O)C1C=CC=CC=1.[CH2:17]([O:24][C:25](Cl)=[O:26])[C:18]1[CH:23]=[CH:22][CH:21]=[CH:20][CH:19]=1.OS([O-])(=O)=O.[K+]>C1(C)C=CC=CC=1>[NH2:1][CH2:2][CH:3]1[CH2:8][CH2:7][N:6]([C:25]([O:24][CH2:17][C:18]2[CH:23]=[CH:22][CH:21]=[CH:20][CH:19]=2)=[O:26])[CH2:5][CH2:4]1 |f:3.4|. Procedure details: 22.2 g (0.2 mol) of 4-aminomethylpiperidine was dissolved in 250 ml of toluene and 21.2 g (0.2 mol) of benzaldehyde was added thereto. The reaction mixture was refluxed for 3 hours with Dean-stack to remove water, and then cooled down to 0° C. 34.2 g (0.2 mol) of benzylchloroformate was added slowly thereto while stirring. The mixture was stirred at room temperature for 3 hours and 220 ml of 1N aqueous KHSO4 solution was added thereto. The mixture was extracted three times with 200 ml of diethyl... Reactants: NC=1C=C(C(=O)O)C=CC1 (3-aminobenzoic acid), O (water), C(C)(=O)[O-].[Na+] (sodium acetate), N#CBr (Cyanogen bromide), ice water. Run in C(C)(=O)O (acetic acid). Reaction conditions: time 18 hour. Product: O.C(#N)NC=1C=C(C(=O)O)C=CC1 (3-Cyanoaminobenzoic acid hydrate). Isolated yield 174.9%. RXN SMILES: [NH2:1][C:2]1[CH:3]=[C:4]([CH:8]=[CH:9][CH:10]=1)[C:5]([OH:7])=[O:6].O.C([O-])(=O)C.[Na+].[N:17]#[C:18]Br>C(O)(=O)C>[OH2:6].[C:18]([NH:1][C:2]1[CH:3]=[C:4]([CH:8]=[CH:9][CH:10]=1)[C:5]([OH:7])=[O:6])#[N:17] |f:2.3,6.7|. Procedure: To a 3-aminobenzoic acid (Aldrich, 9.05 g, 66 mmol) in acetic acid:water (70 mL, 1:1) was added sodium acetate (8.12 g, 99 mmol) and the mixture was cooled in an ice-water bath. Cyanogen bromide (8.38 g, 79.2 mmol) was added in two batches in 10 min and the stirring was continued for 18 h at room temperature. The reaction mixture was poured into 350 g of an ice-water mixture with stirring. The precipitate was collected through filtration, washed with cold water (about 70 mL), dried in air, and c... The reactants are CC(COC1=CC=CC=C1)(C)NC(C=C)=O (N-(1,1-dimethyl-2-phenoxyethyl)acrylamide), C(#N)CC=1N=CNC1 (4-cyanomethyl-imidazole). Product: NCCC=1N=CN(C1)CCCNC(COC1=CC=CC=C1)(C)C (3- [4-(2-Aminoethyl)imidazol-1-yl]-N-(1,1-dimethyl-2-phenoxyethyl)propylamine). Reaction SMILES: [CH3:1][C:2]([NH:12][C:13](=O)[CH:14]=[CH2:15])([CH3:11])[CH2:3][O:4][C:5]1[CH:10]=[CH:9][CH:8]=[CH:7][CH:6]=1.[C:17]([CH2:19][C:20]1[N:21]=[CH:22][NH:23][CH:24]=1)#[N:18]>>[NH2:18][CH2:17][CH2:19][C:20]1[N:21]=[CH:22][N:23]([CH2:15][CH2:14][CH2:13][NH:12][C:2]([CH3:11])([CH3:1])[CH2:3][O:4][C:5]2[CH:10]=[CH:9][CH:8]=[CH:7][CH:6]=2)[CH:24]=1. Procedure details: The title compound was prepared in a similar manner to the Example immediately above from N-(1,1-dimethyl-2-phenoxyethyl)acrylamide and 4-cyanomethyl-imidazole. Reactants: ClC1=C(C(=O)C2=CC=C(C=C2)Cl)C=C(C=C1)[N+](=O)[O-] (2,4'-dichloro-5-nitro-benzophenone), CC1CNCCC1 (3-methylpiperidine), C([O-])([O-])=O.[Ca+2] (calcium carbonate). Reaction SMILES: Cl[C:2]1[CH:16]=[CH:15][C:14]([N+:17]([O-:19])=[O:18])=[CH:13][C:3]=1[C:4]([C:6]1[CH:11]=[CH:10][C:9]([Cl:12])=[CH:8][CH:7]=1)=[O:5].[CH3:20][CH:21]1[CH2:26][CH2:25][CH2:24][NH:23][CH2:22]1.C(=O)([O-])[O-].[Ca+2]>C(O)C>[CH3:20][CH:21]1[CH2:26][CH2:25][CH2:24][N:23]([C:2]2[CH:16]=[CH:15][C:14]([N+:17]([O-:19])=[O:18])=[CH:13][C:3]=2[C:4]([C:6]2[CH:11]=[CH:10][C:9]([Cl:12])=[CH:8][CH:7]=2)=[O:5])[CH2:22]1 |f:2.3|. The solvent is C(C)O (ethanol). Reported procedure: Proceeding as in example 2, with 0.035 mole (10.4 g) of 2,4'-dichloro-5-nitro-benzophenone, 0.07 mole (7 cm3) of 3-methylpiperidine and 0.035 mole (5 g) of calcium carbonate mixed in ethanol, 12 g (Yield : 96%) of the expected product are obtained. M.P. 112° C. The product is CC1CN(CCC1)C1=C(C=C(C=C1)[N+](=O)[O-])C(=O)C1=CC=C(C=C1)Cl ([2-(3-methyl-1-piperidinyl)-5-nitrophenyl]-(4-chlorophenyl)-methanone). The reactants are C(C)(=O)OCC=1SC=C(N1)Br (2-acetoxymethyl-4-bromothiazole), 2-dacetoxymethyl-4-(trimethylstannyl)thiazole, C[Sn](C)C.C[Sn](C)C (hexamethylditin), N1(CCCCC1)C=1SC=C(N1)[Sn](C)(C)C (2-piperidinyl-4-(trimethylstannyl)thiazole). The reagents and catalysts are C=1C=CC(=CC1)[P](C=2C=CC=CC2)(C=3C=CC=CC3)[Pd]([P](C=4C=CC=CC4)(C=5C=CC=CC5)C=6C=CC=CC6)([P](C=7C=CC=CC7)(C=8C=CC=CC8)C=9C=CC=CC9)[P](C=1C=CC=CC1)(C=1C=CC=CC1)C=1C=CC=CC1 (tetrakis(triphenylphosphine)palladium(0)). The solvent is C1(=CC=CC=C1)C (toluene), hexanes. The product is C(C)(=O)OCC=1SC=C(N1)[Sn](C)(C)C (2-Acetoxymethyl-4-(trimethylstannyl)thiazole). As a reaction SMILES: [C:1]([O:4][CH2:5][C:6]1[S:7][CH:8]=[C:9](Br)[N:10]=1)(=[O:3])[CH3:2].C[Sn](C)C.C[Sn](C)C.N1(C2SC=[C:29]([Sn:31](C)([CH3:33])[CH3:32])N=2)CCCCC1>C1(C)C=CC=CC=1.C1C=CC([P]([Pd]([P](C2C=CC=CC=2)(C2C=CC=CC=2)C2C=CC=CC=2)([P](C2C=CC=CC=2)(C2C=CC=CC=2)C2C=CC=CC=2)[P](C2C=CC=CC=2)(C2C=CC=CC=2)C2C=CC=CC=2)(C2C=CC=CC=2)C2C=CC=CC=2)=CC=1>[C:1]([O:4][CH2:5][C:6]1[S:7][CH:8]=[C:9]([Sn:31]([CH3:33])([CH3:32])[CH3:29])[N:10]=1)(=[O:3])[CH3:2] |f:1.2,^1:12,16,45,47,66,85|. Procedure details: 2-Acetoxymethyl-4-bromothiazole (387) was taken up in degassed toluene (0.1 M), and was then treated hexamethylditin (10 equiv) and tetrakis(triphenylphosphine)palladium(0) (0.1 equiv) at 80° C. for 3 h according to the procedure described for the synthesis of 2-piperidinyl-4-(trimethylstannyl)thiazole (373), to yield, after flash column chromatography (silica gel, 5% NEt, in hexanes), 2-dacetoxymethyl-4-(trimethylstannyl)thiazole (388; 100%). The reactants are C1CCOC1, Cc1ccccc1, O=C(OC(Cl)(Cl)Cl)OC(Cl)(Cl)Cl, O=c1n(-c2ccc([N+](=O)[O-])cc2)cnn1-c1ccc(OC(F)(F)F)cc1, O=C1CN=NN1, Nc1ccccc1, Nc1ccc([N+](=O)[O-])cc1. Product: Nc1ccc(-n2cnn(-c3ccc(OC(F)(F)F)cc3)c2=O)cc1. RXN SMILES: [CH2:69]1[O:70][CH2:71][CH2:72][CH2:73]1.[CH3:62][c:63]1[cH:64][cH:65][cH:66][cH:67][cH:68]1.[Cl:50][C:51]([Cl:52])([O:53][C:54](=[O:55])[O:56][C:57]([Cl:58])([Cl:59])[Cl:60])[Cl:61].[N+:1]([O-:2])(=[O:3])[c:4]1[cH:5][cH:6][c:7](-[n:10]2[c:11](=[O:26])[n:12](-[c:15]3[cH:16][cH:17][c:18]([O:21][C:22]([F:23])([F:24])[F:25])[cH:19][cH:20]3)[n:13][cH:14]2)[cH:8][cH:9]1.[N:44]1=[N:49][NH:48][C:46](=[O:47])[CH2:45]1.[NH2:27][c:28]1[cH:29][cH:30][cH:31][cH:32][cH:33]1.[NH2:34][c:35]1[cH:36][cH:37][c:38]([N+:39](=[O:40])[O-:41])[cH:42][cH:43]1>>[NH2:1][c:4]1[cH:5][cH:6][c:7](-[n:10]2[c:11](=[O:26])[n:12](-[c:15]3[cH:16][cH:17][c:18]([O:21][C:22]([F:23])([F:24])[F:25])[cH:19][cH:20]3)[n:13][cH:14]2)[cH:8][cH:9]1. Reactants: O=C1NC(=O)c2ccccc21, CCOC(=O)N=NC(=O)OCC, C1CCOC1, c1ccc(P(c2ccccc2)c2ccccc2)cc1. The product is Nc1cccc2c1C(=O)NC2=O. Reaction SMILES: [O:1]=[C:2]1[NH:3][C:4](=[O:5])[c:6]2[cH:7][cH:8][cH:9][cH:10][c:11]21.[O:31]=[C:32]([N:33]=[N:37][C:38]([O:39][CH2:40][CH3:41])=[O:42])[O:34][CH2:35][CH3:36].[O:43]1[CH2:44][CH2:45][CH2:46][CH2:47]1.[c:12]1([P:13]([c:14]2[cH:15][cH:16][cH:17][cH:18][cH:19]2)[c:20]2[cH:21][cH:22][cH:23][cH:24][cH:25]2)[cH:26][cH:27][cH:28][cH:29][cH:30]1>>[O:1]=[C:2]1[NH:3][C:4](=[O:5])[c:6]2[cH:7][cH:8][cH:9][c:10]([NH2:33])[c:11]21. The reactants are CN1CCCC1=O, O=C(O)c1cc(F)c(F)c(O)c1F. Yields the product Oc1c(F)ccc(F)c1F. As a reaction SMILES: [CH3:14][N:15]1[CH2:16][CH2:17][CH2:18][C:19]1=[O:20].[OH:1][c:2]1[c:3]([F:13])[c:4]([C:5]([OH:6])=[O:7])[cH:8][c:9]([F:12])[c:10]1[F:11]>>[OH:1][c:2]1[c:3]([F:13])[cH:4][cH:8][c:9]([F:12])[c:10]1[F:11].